The task is: describe an organic reaction: reactants, conditions, products, and yield. This data is from the Open Reaction Database (ORD), a public repository of structured organic reaction records. Solvent: C(C)O (ethanol), C(C)(=O)OCC (ethyl acetate), CO (methanol). The product is NC1=CC(=C(C=C1)C1=CN=CO1)Br (5-(4-amino-2-bromophenyl)oxazole). Procedure: 2-Bromo-4nitrotoluene (6.29 g, 29.1 mmol) was dissolved in a mixture of glacial acetic acid 46 mL, and acetic anhydride 46 mL, and cooled in an ice bath. Concentrated sulfuric acid (6.9 mL) was added dropwise. Chromium trioxide (8.08 g, 80.8 mmol) was added portionwise over 1 h. The reaction mixture was stirred for an additional 15 min then poured onto ice. The precipitate was isolated by filtration and dissolved in 16 mL of 1,4-dioxane. Concentrated hydrochloric acid (3 mL) was added and the so... Starting materials: ice water, C([O-])([O-])=O.[Na+].[Na+] (sodium carbonate), [N+](=O)([O-])C1=CC(=C(C=C1)C1=CN=CO1)Br (5-(4-nitro-2-bromophenyl)oxazole), C([O-])([O-])=O.[K+].[K+] (potassium carbonate), S(=O)(=O)(C1=CC=C(C)C=C1)C[N+]#[C-] (tosylmethyl isocyanide), [N+](=O)([O-])C1=CC(=C(C=C1)C1=CN=CO1)Br (5-(4-Nitro-2-bromophenyl)oxazole), BrC1=C(C=O)C=CC(=C1)[N+](=O)[O-] (2-bromo-4-nitrobenzaldehyde), O.O.[Sn](Cl)Cl (Tin dichloride dihydrate). As a reaction SMILES: BrC1C=C([N+]([O-])=O)C=CC=1C=O.C(=O)([O-])[O-].[K+].[K+].S(C[N+]#[C-])(C1C=CC(C)=CC=1)(=O)=O.[N+:32]([C:35]1[CH:40]=[CH:39][C:38]([C:41]2[O:45][CH:44]=[N:43][CH:42]=2)=[C:37]([Br:46])[CH:36]=1)([O-])=O.O.O.[Sn](Cl)Cl.C(=O)([O-])[O-].[Na+].[Na+]>CO.C(O)C.C(OCC)(=O)C>[NH2:32][C:35]1[CH:40]=[CH:39][C:38]([C:41]2[O:45][CH:44]=[N:43][CH:42]=2)=[C:37]([Br:46])[CH:36]=1 |f:1.2.3,6.7.8,9.10.11|. The reactants are ClCCCSC1=C(C(=NC=C1)CSC1=NC2=C(N1)C=CC=C2)OC (2-{[[4-(3-chloropropylthio)-3-methoxy-2-pyridinyl]methyl]thio}-1H-benzimidazole), C(C1=CC=CC=C1)N1CCCCC1 (N-benzylpiperidine). The product is C(C1=CC=CC=C1)C1CCN(CC1)CCCSC1=C(C(=NC=C1)CSC1=NC2=C(N1)C=CC=C2)OC (2-{[[4-[3-(4-Benzylpiperidin-1-yl)propylthio]-3-methoxy-2-pyridinyl]methyl]thio}-1H-benzimidazole). As a reaction SMILES: Cl[CH2:2][CH2:3][CH2:4][S:5][C:6]1[CH:11]=[CH:10][N:9]=[C:8]([CH2:12][S:13][C:14]2[NH:18][C:17]3[CH:19]=[CH:20][CH:21]=[CH:22][C:16]=3[N:15]=2)[C:7]=1[O:23][CH3:24].[CH2:25](N1CCCCC1)[C:26]1[CH:31]=[CH:30][CH:29]=[CH:28][CH:27]=1>>[CH2:25]([CH:6]1[CH2:11][CH2:10][N:9]([CH2:2][CH2:3][CH2:4][S:5][C:6]2[CH:11]=[CH:10][N:9]=[C:8]([CH2:12][S:13][C:14]3[NH:18][C:17]4[CH:19]=[CH:20][CH:21]=[CH:22][C:16]=4[N:15]=3)[C:7]=2[O:23][CH3:24])[CH2:8][CH2:7]1)[C:26]1[CH:27]=[CH:28][CH:29]=[CH:30][CH:31]=1. Reported procedure: According to the procedure indicated in Example 1), reaction of 2-{[[4-(3-chloropropylthio)-3-methoxy-2-pyridinyl]methyl]thio}-1H-benzimidazole with N-benzylpiperidine gives the title compound; beige powder; m.p. 73-75° C. (hydrated). Reactants: C1CCOC1, C[Si](C)(C)[N-][Si](C)(C)C, N#CCc1ccc(Cl)nc1, ICC1CCCC1, [K+]. The product is N#CC(CC1CCCC1)c1ccc(Cl)nc1. RXN SMILES: [CH2:28]1[O:29][CH2:30][CH2:31][CH2:32]1.[CH3:2][Si:3]([N-:4][Si:5]([CH3:6])([CH3:7])[CH3:8])([CH3:9])[CH3:10].[Cl:11][c:12]1[cH:13][cH:14][c:15]([CH2:18][C:19]#[N:20])[cH:16][n:17]1.[I:21][CH2:22][CH:23]1[CH2:24][CH2:25][CH2:26][CH2:27]1.[K+:1]>>[Cl:11][c:12]1[cH:13][cH:14][c:15]([CH:18]([C:19]#[N:20])[CH2:22][CH:23]2[CH2:24][CH2:25][CH2:26][CH2:27]2)[cH:16][n:17]1. Reactants: O=C(O)c1cc(Br)ccc1I, C1CCOC1, O. The product is OCc1cc(Br)ccc1I. As a reaction SMILES: [Br:1][c:2]1[cH:3][cH:4][c:5]([I:11])[c:6]([C:7](=[O:8])[OH:9])[cH:10]1.[CH2:13]1[O:14][CH2:15][CH2:16][CH2:17]1.[OH2:12]>>[Br:1][c:2]1[cH:3][cH:4][c:5]([I:11])[c:6]([CH2:7][OH:8])[cH:10]1.